From a dataset of the Open Reaction Database (ORD), a public repository of structured organic reaction records. describe an organic reaction: reactants, conditions, products, and yield Run in CN(C=O)C (dimethylformamide). Run at temperature 50 celsius, time 12 hour. Product: C(C)(C)(C)OC(=O)CN1N=CC2=C1N=C1N(C2=O)CCS1 (6,7-Dihydro-1-tert-butoxycarbonylmethylpyrazolo[3,4-d]thiazolo[3,2-a]pyrimidin-4(1H)-one), C(C)(C)(C)OC(=O)CN1N=C2N=C3N(C(C2=C1)=O)CCS3 (6,7-Dihydro-2-tert-butoxycarbonylmethylpyrazolo[3,4-d]thiazolo[3,2-a]pyrimidin-4(2H)-one). Starting materials: N1N=CC2=C1N=C1N(C2=O)CCS1 (6,7-Dihydropyrazolo[3,4-d]thiazolo[3,2-a]pyrimidin-4(1H)-one), [H-].[Na+] (sodium hydride), BrCC(=O)OC(C)(C)C (tert-butyl bromoacetate), O (water). Procedure: In 120 ml of dimethylformamide was dissolved 3.00 g (15.4 mmol) of Compound 1 prepared in Example 1, and 1.86 g (46.3 mmol) of sodium hydride (60%) and 7.48 ml (46.3 mmol) of tert-butyl bromoacetate were added to the solution, followed by stirring at 50° C. for 12 hours. After addition of water and evaporation of the solvent, the residue was subjected to partition between chloroform and water, and the chloroform layer was concentrated to dryness under reduced pressure. The residue was subjected ... Yield: 20.0%. RXN SMILES: [NH:1]1[C:5]2[N:6]=[C:7]3[S:13][CH2:12][CH2:11][N:8]3[C:9](=[O:10])[C:4]=2[CH:3]=[N:2]1.[H-].[Na+].Br[CH2:17][C:18]([O:20][C:21]([CH3:24])([CH3:23])[CH3:22])=[O:19].O>CN(C)C=O>[C:21]([O:20][C:18]([CH2:17][N:1]1[C:5]2[N:6]=[C:7]3[S:13][CH2:12][CH2:11][N:8]3[C:9](=[O:10])[C:4]=2[CH:3]=[N:2]1)=[O:19])([CH3:24])([CH3:23])[CH3:22].[C:21]([O:20][C:18]([CH2:17][N:2]1[CH:3]=[C:4]2[C:5]([N:6]=[C:7]3[S:13][CH2:12][CH2:11][N:8]3[C:9]2=[O:10])=[N:1]1)=[O:19])([CH3:24])([CH3:23])[CH3:22] |f:1.2|. Reactants: O=C(O)c1ccc(Cl)nc1, O=P(Cl)(Cl)Cl. The product is O=C(Cl)c1ccc(Cl)nc1. As a reaction SMILES: [Cl:6][c:7]1[n:8][cH:9][c:10]([C:11](=[O:12])[OH:13])[cH:14][cH:15]1.[P:1]([Cl:2])([Cl:3])([Cl:4])=[O:5]>>[Cl:3][C:11]([c:10]1[cH:9][n:8][c:7]([Cl:6])[cH:15][cH:14]1)=[O:12].